This data is from the Open Reaction Database (ORD), a public repository of structured organic reaction records. The task is: describe an organic reaction: reactants, conditions, products, and yield Reactants: CCN=C=NCCCN(C)C (EDCI), CCN=C=NCCCN(C)C (EDCI), FC1=C(C=C(C(=C1)F)F)N=C=S (2,4,5-trifluorophenyl isothiocyanate), N(N)C(C(=O)NC1=CC=C(O[C@@H]2CC[C@H](CC2)C(=O)OCC)C=C1)=O (ethyl trans-4-(4-{[hydrazino(oxo)acetyl]amino}-phenoxy)cyclohexanecarboxylate), N(N)C(C(=O)NC1=CC=C(O[C@@H]2CC[C@H](CC2)C(=O)OCC)C=C1)=O (ethyl trans-4-(4-{[hydrazino(oxo)acetyl]amino}-phenoxy)cyclohexanecarboxylate). Run in CC(=O)N(C)C (DMA), CC(=O)N(C)C (DMA). Conditions: time 1 hour. Product: FC1=C(C=C(C(=C1)F)F)NC1=NN=C(O1)C(=O)NC1=CC=C(O[C@@H]2CC[C@H](CC2)C(=O)OCC)C=C1 (Ethyl trans-4-{4-[({5-[(2,4,5-trifluorophenyl)amino]-1,3,4-oxadiazol-2-yl}carbonyl)-amino]phenoxy}cyclohexanecarboxylate). Isolated yield 67.0%. Reaction SMILES: [F:1][C:2]1[CH:7]=[C:6]([F:8])[C:5]([F:9])=[CH:4][C:3]=1[N:10]=[C:11]=S.[NH:13]([C:15](=[O:37])[C:16]([NH:18][C:19]1[CH:36]=[CH:35][C:22]([O:23][C@H:24]2[CH2:29][CH2:28][C@H:27]([C:30]([O:32][CH2:33][CH3:34])=[O:31])[CH2:26][CH2:25]2)=[CH:21][CH:20]=1)=[O:17])[NH2:14].CCN=C=NCCCN(C)C>CC(N(C)C)=O>[F:1][C:2]1[CH:7]=[C:6]([F:8])[C:5]([F:9])=[CH:4][C:3]=1[NH:10][C:11]1[O:37][C:15]([C:16]([NH:18][C:19]2[CH:36]=[CH:35][C:22]([O:23][C@H:24]3[CH2:25][CH2:26][C@H:27]([C:30]([O:32][CH2:33][CH3:34])=[O:31])[CH2:28][CH2:29]3)=[CH:21][CH:20]=2)=[O:17])=[N:13][N:14]=1. Procedure: A solution of 2,4,5-trifluorophenyl isothiocyanate (70 mg, 0.37 mmol) in DMA (1 mL) was added in one portion to a stirred solution of ethyl trans-4-(4-{[hydrazino(oxo)acetyl]amino}-phenoxy)cyclohexanecarboxylate (Intermediate 80, 129 mg, 0.37 mmol) in DMA (3 mL) and the reaction mixture was stirred at room temperature for 1 h. EDCI (71 mg, 0.37 mmol) was added in one portion and the reaction mixture was heated to 85° C. for 20 minutes in a microwave. The mixture was cooled to room temperature an... The reactants are N1(CCNCCNCC1)CCN1CCNCCNCC1 (1,2-bis-(1,4,7-triazacyclononan-1-yl)ethane), C([O-])([O-])=O.[K+].[K+] (potassium carbonate), C(C1=CC=CC=C1)(C1=CC=CC=C1)(C1=CC=CC=C1)Cl (trityl chloride). Product: C(C1=CC=CC=C1)(C1=CC=CC=C1)(C1=CC=CC=C1)N1CCN(CCN(CC1)CCN1CCN(CCN(CC1)C(C1=CC=CC=C1)(C1=CC=CC=C1)C1=CC=CC=C1)C(C1=CC=CC=C1)(C1=CC=CC=C1)C1=CC=CC=C1)C(C1=CC=CC=C1)(C1=CC=CC=C1)C1=CC=CC=C1 (1,2-Bis(N,N′-ditrityl-1,4,7-triazacyclononan-1-yl)ethane). Reaction SMILES: [N:1]1([CH2:10][CH2:11][N:12]2[CH2:20][CH2:19][NH:18][CH2:17][CH2:16][NH:15][CH2:14][CH2:13]2)[CH2:9][CH2:8][NH:7][CH2:6][CH2:5][NH:4][CH2:3][CH2:2]1.C(=O)([O-])[O-].[K+].[K+].[C:27](Cl)([C:40]1[CH:45]=[CH:44][CH:43]=[CH:42][CH:41]=1)([C:34]1[CH:39]=[CH:38][CH:37]=[CH:36][CH:35]=1)[C:28]1[CH:33]=[CH:32][CH:31]=[CH:30][CH:29]=1>>[C:27]([N:7]1[CH2:8][CH2:9][N:1]([CH2:10][CH2:11][N:12]2[CH2:13][CH2:14][N:15]([C:27]([C:34]3[CH:35]=[CH:36][CH:37]=[CH:38][CH:39]=3)([C:28]3[CH:29]=[CH:30][CH:31]=[CH:32][CH:33]=3)[C:40]3[CH:45]=[CH:44][CH:43]=[CH:42][CH:41]=3)[CH2:16][CH2:17][N:18]([C:27]([C:34]3[CH:35]=[CH:36][CH:37]=[CH:38][CH:39]=3)([C:28]3[CH:29]=[CH:30][CH:31]=[CH:32][CH:33]=3)[C:40]3[CH:45]=[CH:44][CH:43]=[CH:42][CH:41]=3)[CH2:19][CH2:20]2)[CH2:2][CH2:3][N:4]([C:27]([C:28]2[CH:33]=[CH:32][CH:31]=[CH:30][CH:29]=2)([C:40]2[CH:41]=[CH:42][CH:43]=[CH:44][CH:45]=2)[C:34]2[CH:35]=[CH:36][CH:37]=[CH:38][CH:39]=2)[CH2:5][CH2:6]1)([C:40]1[CH:45]=[CH:44][CH:43]=[CH:42][CH:41]=1)([C:34]1[CH:39]=[CH:38][CH:37]=[CH:36][CH:35]=1)[C:28]1[CH:33]=[CH:32][CH:31]=[CH:30][CH:29]=1 |f:1.2.3|. Procedure details: From 1,2-Bis(1,4,7-triazacyclononane)ethane (1.1.28), potassium carbonate and trityl chloride.